Dataset: the Open Reaction Database (ORD), a public repository of structured organic reaction records. Task: describe an organic reaction: reactants, conditions, products, and yield The reactants are [N+](=O)([O-])C=1C=C(CCN2CCCCC2)C=CC1 (1-(3-nitrophenethyl)piperidine), [H][H] (hydrogen). Procedure: To a solution of 0.2 g (0.85 mmol, 1.0 eq.) of 1-(3-nitrophenethyl)piperidine (I-25) in 15 mL of THF was added ˜30 mg of Raney Nickel. The reaction mixture was stirred under 1 atm. of hydrogen at room temperature for 16 h. The reaction mixture was then filtered through Celite® and the solvent was removed in vacuo to provide 3-(2-(piperidin-1-yl)ethyl)benzenamine (I-26). The solvent is C1CCOC1 (THF). Yields the product N1(CCCCC1)CCC=1C=C(C=CC1)N (3-(2-(piperidin-1-yl)ethyl)benzenamine). RXN SMILES: [N+:1]([C:4]1[CH:5]=[C:6]([CH:15]=[CH:16][CH:17]=1)[CH2:7][CH2:8][N:9]1[CH2:14][CH2:13][CH2:12][CH2:11][CH2:10]1)([O-])=O.[H][H]>C1COCC1.[Ni]>[N:9]1([CH2:8][CH2:7][C:6]2[CH:5]=[C:4]([NH2:1])[CH:17]=[CH:16][CH:15]=2)[CH2:14][CH2:13][CH2:12][CH2:11][CH2:10]1. Reagents/catalysts: [Ni] (Raney Nickel). Starting materials: C(C)(=O)O[C@H]1[C@@H](O[C@@H]([C@H]([C@@H]1OC(C)=O)OC(C)=O)O\C(=C/C1=C(C=CC=C1)F)\C(=O)OCC)COC(C)=O ((2S,3S,4R,5S,6R)-2-(Acetoxymethyl)-6-(((Z)-3-ethoxy-1-(2-fluorophenyl)-3-oxoprop-1-en-2-yl)oxy)tetrahydro-2H-pyran-3,4,5-triyl triacetate), [Br-].C(C)(=O)O[C@H]1[C@@H](O)O[C@@H]([C@H]([C@@H]1OC(C)=O)OC(C)=O)COC(C)=O (2,3,4,6 tetra-O-acetyl-α-D-glucose bromide), BrC=1C=C(C=CC1)CC(C(=O)OCC)=O (Ethyl 3-(3-bromophenyl)-2-oxopropanoate), [H-].[Na+] (sodium hydride). The product is C(C)(=O)O[C@H]1[C@@H](O[C@@H]([C@H]([C@@H]1OC(C)=O)OC(C)=O)O\C(=C/C1=CC(=CC=C1)Br)\C(=O)OCC)COC(C)=O ((2S,3S,4R,5S,6R)-2-(Acetoxymethyl)-6-(((Z)-1-(3-bromophenyl)-3-ethoxy-3-oxoprop-1-en-2-yl)oxy)tetrahydro-2H-pyran-3,4,5-triyl triacetate). The yield is 24.0%. RXN SMILES: [C:1]([O:4][C@@H:5]1[C@@H:10]([O:11][C:12](=[O:14])[CH3:13])[C@H:9]([O:15][C:16](=[O:18])[CH3:17])[C@@H:8]([O:19]/[C:20](/[C:29]([O:31][CH2:32][CH3:33])=[O:30])=[CH:21]\[C:22]2[CH:27]=[CH:26][CH:25]=[CH:24][C:23]=2F)[O:7][C@H:6]1[CH2:34][O:35][C:36](=[O:38])[CH3:37])(=[O:3])[CH3:2].[Br:39]C1C=C(CC(=O)C(OCC)=O)C=CC=1.[H-].[Na+].[Br-].C(O[C@@H]1[C@@H](OC(=O)C)[C@H](OC(=O)C)[C@@H](COC(=O)C)O[C@@H]1O)(=O)C>>[C:1]([O:4][C@@H:5]1[C@@H:10]([O:11][C:12](=[O:14])[CH3:13])[C@H:9]([O:15][C:16](=[O:18])[CH3:17])[C@@H:8]([O:19]/[C:20](/[C:29]([O:31][CH2:32][CH3:33])=[O:30])=[CH:21]\[C:22]2[CH:27]=[CH:26][CH:25]=[C:24]([Br:39])[CH:23]=2)[O:7][C@H:6]1[CH2:34][O:35][C:36](=[O:38])[CH3:37])(=[O:3])[CH3:2] |f:2.3,4.5|. Reported procedure: The title compound was prepared as described for C4 using Ethyl 3-(3-bromophenyl)-2-oxopropanoate B16 (100 mg, 0.369 mmol), sodium hydride (9.74 mg, 0.406 mmol) and 2,3,4,6 tetra-O-acetyl-α-D-glucose bromide (152 mg, 0.369 mmol). The resulting compound was isolated in the form of white solid in 24% yield. Starting materials: C(C)#N (acetonitrile), ClC1=CC=C2C=CC(=NC2=N1)N1C(C2=CC=CC=C2C1OC(=O)OC1=CC=CC=C1)=O (2-(7-chloro-1,8-naphthyridin-2-yl)-3-phenoxycarbonyloxy-1-isoindolinone). The product is C(C=CC)N1CCNCC1 (1-(but-2-en-1-yl)-piperazine), 3-[4-(but-2-en-1-yl)-1-piperazinyl]-carbonyloxy-2-(7-chloro-1,8-naphthyridin-2-yl)-1-isoindolinone. Reaction SMILES: ClC1N=C2C(C=[CH:7][C:8]([N:12]3[CH:20](OC(OC4C=CC=CC=4)=O)[C:19]4[C:14](=CC=[CH:17][CH:18]=4)[C:13]3=O)=N2)=CC=1.C(#[N:34])C>>[CH2:20]([N:12]1[CH2:8][CH2:7][NH:34][CH2:14][CH2:13]1)[CH:19]=[CH:18][CH3:17]. Reported procedure: Following the procedure of Example 36 but starting from 2-(7-chloro-1,8-naphthyridin-2-yl)-3-phenoxycarbonyloxy-1-isoindolinone (4.32 g.) and 1-(but-2-en-1-yl)-piperazine (7 g.) in acetonitrile (25 cc.), 3-[4-(but-2-en-1-yl)-1-piperazinyl]-carbonyloxy-2-(7-chloro-1,8-naphthyridin-2-yl)-1-isoindolinone (1.95 g.) melting at 190° C is obtained. The reactants are CCOC(=O)CSc1cnc(NC(=O)N(CC2CCCC2)c2cccc(OC(F)(F)F)c2)s1, CCOC(=O)CSc1cnc(N)s1, CS(=O)(=O)c1ccc(N(CC2CCCC2)C(=O)Nc2nc(CC(=O)O)cs2)cc1, FC(F)(F)Oc1cccc(NCC2CCCC2)c1. Product: O=C(O)CSc1cnc(NC(=O)N(CC2CCCC2)c2cccc(OC(F)(F)F)c2)s1. As a reaction SMILES: [CH2:1]([CH3:2])[O:3][C:4]([CH2:5][S:6][c:7]1[cH:8][n:9][c:10]([NH:12][C:13](=[O:14])[N:15]([c:16]2[cH:17][c:18]([O:22][C:23]([F:24])([F:25])[F:26])[cH:19][cH:20][cH:21]2)[CH2:27][CH:28]2[CH2:29][CH2:30][CH2:31][CH2:32]2)[s:11]1)=[O:33].[CH2:81]([O:82][C:83](=[O:84])[CH2:85][S:86][c:87]1[s:88][c:89]([NH2:90])[n:91][cH:92]1)[CH3:93].[CH:34]1([CH2:35][N:36]([c:37]2[cH:38][cH:39][c:40]([S:41]([CH3:42])(=[O:43])=[O:44])[cH:45][cH:46]2)[C:47](=[O:48])[NH:49][c:50]2[s:51][cH:52][c:53]([CH2:54][C:55]([OH:56])=[O:57])[n:58]2)[CH2:59][CH2:60][CH2:61][CH2:62]1.[CH:63]1([CH2:64][NH:65][c:66]2[cH:67][cH:68][cH:69][c:70]([O:71][C:72]([F:73])([F:74])[F:75])[cH:76]2)[CH2:77][CH2:78][CH2:79][CH2:80]1>>[O:3]=[C:4]([CH2:5][S:6][c:7]1[cH:8][n:9][c:10]([NH:12][C:13](=[O:14])[N:15]([c:16]2[cH:17][c:18]([O:22][C:23]([F:24])([F:25])[F:26])[cH:19][cH:20][cH:21]2)[CH2:27][CH:28]2[CH2:29][CH2:30][CH2:31][CH2:32]2)[s:11]1)[OH:33]. Starting materials: [Br-], [Br-], [Br-], CCCC[N+](CCCC)(CCCC)CCCC, CCCC[N+](CCCC)(CCCC)CCCC, CCCC[N+](CCCC)(CCCC)CCCC, CO, ClCCl, [Na+], [Na+], O=S([O-])([O-])=S, Nc1ccc2ncccc2c1. Yields the product Nc1ccc2ncccc2c1Br. As a reaction SMILES: [Br-:12].[Br-:13].[Br-:14].[CH2:15]([N+:16]([CH2:17][CH2:18][CH2:19][CH3:20])([CH2:21][CH2:22][CH2:23][CH3:24])[CH2:25][CH2:26][CH2:27][CH3:28])[CH2:29][CH2:30][CH3:31].[CH2:32]([N+:33]([CH2:34][CH2:35][CH2:36][CH3:37])([CH2:38][CH2:39][CH2:40][CH3:41])[CH2:42][CH2:43][CH2:44][CH3:45])[CH2:46][CH2:47][CH3:48].[CH2:49]([N+:50]([CH2:51][CH2:52][CH2:53][CH3:54])([CH2:55][CH2:56][CH2:57][CH3:58])[CH2:59][CH2:60][CH2:61][CH3:62])[CH2:63][CH2:64][CH3:65].[CH3:76][OH:77].[Cl:73][CH2:74][Cl:75].[Na+:71].[Na+:72].[S:66]([O-:67])([O-:68])(=[O:69])=[S:70].[n:1]1[cH:2][cH:3][cH:4][c:5]2[cH:6][c:7]([NH2:11])[cH:8][cH:9][c:10]12>>[n:1]1[cH:2][cH:3][cH:4][c:5]2[c:6]([Br:12])[c:7]([NH2:11])[cH:8][cH:9][c:10]12.